From a dataset of the Open Reaction Database (ORD), a public repository of structured organic reaction records. describe an organic reaction: reactants, conditions, products, and yield The reactants are CC(=O)O, COc1cc(CC(=O)NN)c(C(=O)O)cc1OC. Yields the product COc1cc2c(cc1OC)C(=O)NNC(=O)C2. RXN SMILES: [C:19]([OH:20])(=[O:21])[CH3:22].[NH:1]([NH2:2])[C:3]([CH2:4][c:5]1[c:6]([C:7](=[O:8])[OH:9])[cH:10][c:11]([O:16][CH3:17])[c:12]([O:14][CH3:15])[cH:13]1)=[O:18]>>[NH:1]1[NH:2][C:7](=[O:8])[c:6]2[c:5]([cH:13][c:12]([O:14][CH3:15])[c:11]([O:16][CH3:17])[cH:10]2)[CH2:4][C:3]1=[O:18]. Reactants: N=1C=C2C=C(SC3=CC=CC1N23)C(=O)O (5-thia-1,8b-diazaacenaphthylene-4-carboxylic acid), Cl.Cl.C1(=CC=CC=C1)CCCN1CC(CCC1)CN (1-(3-phenylpropan-1-yl)piperidin-3-ylmethylamine dihydrochloride), P(=O)(OCC)(OCC)C#N (diethyl cyanophosphate), C(O)([O-])=O.[Na+] (sodium hydrogen carbonate). Solvent: CN(C=O)C (N,N-dimethylformamide), C(C)N(CC)CC (triethylamine). Reaction conditions: time 8 hour. Yields the product C1(=CC=CC=C1)CCCN1CC(CCC1)CNC(=O)C1=CC2=CN=C3C=CC=C(S1)N32 (N-[1-(3-phenylpropan-1-yl)piperidin-3-ylmethyl)-5-thia-1,8b-diazaacenaphthylene-4-carboxamide). Reaction SMILES: [N:1]1[CH:2]=[C:3]2[N:12]3[C:7](=[CH:8][CH:9]=[CH:10][C:11]=13)[S:6][C:5]([C:13]([OH:15])=O)=[CH:4]2.Cl.Cl.[C:18]1([CH2:24][CH2:25][CH2:26][N:27]2[CH2:32][CH2:31][CH2:30][CH:29]([CH2:33][NH2:34])[CH2:28]2)[CH:23]=[CH:22][CH:21]=[CH:20][CH:19]=1.P(C#N)(OCC)(OCC)=O.C(=O)([O-])O.[Na+]>CN(C)C=O.C(N(CC)CC)C>[C:18]1([CH2:24][CH2:25][CH2:26][N:27]2[CH2:32][CH2:31][CH2:30][CH:29]([CH2:33][NH:34][C:13]([C:5]3[S:6][C:7]4[N:12]5[C:3](=[CH:2][N:1]=[C:11]5[CH:10]=[CH:9][CH:8]=4)[CH:4]=3)=[O:15])[CH2:28]2)[CH:19]=[CH:20][CH:21]=[CH:22][CH:23]=1 |f:1.2.3,5.6|. Procedure details: To a solution of 0.406 g (1.860 mM) of 5-thia-1,8b-diazaacenaphthylene-4-carboxylic acid, 0.62 g (2.05 mM) of 1-(3-phenylpropan-1-yl)piperidin-3-ylmethylamine dihydrochloride, and 1.04 ml (7.44 mM) of triethylamine in 10 ml of N,N-dimethylformamide was added 0.34 ml (2.23 mM) of diethyl cyanophosphate at room temperature and the mixture was stirred at the prevailing temperature overnight. This reaction mixture was poured in aqueous solution of sodium hydrogen carbonate and extracted with 3 porti...